Dataset: the Open Reaction Database (ORD), a public repository of structured organic reaction records. Task: describe an organic reaction: reactants, conditions, products, and yield Starting materials: Cl.Cl.C(C1=CC=CC=C1)N1CCC2=NC=3C=CC=CC3C(=C2CC1)Cl (3-benzyl-11-chloro-1,2,4,5-tetrahydro-3H-azepino[4,5-b]quinoline dihydrochloride), CN(C=O)C (dimethyl formamide), C[O-].[Na+] (sodium methylate), [Na] (sodium). Solvent: CO (methanol). Conditions: temperature 100 celsius, time 3 hour. Product: C(C1=CC=CC=C1)N1CCC2=NC=3C=CC=CC3C(=C2CC1)OC (3-Benzyl-11-methoxy-1,2,4,5-tetrahydro-3H-azepino[4,5-b] quinoline). The yield is 56.6%. RXN SMILES: Cl.Cl.[CH2:3]([N:10]1[CH2:24][CH2:23][C:22]2[C:13](=[N:14][C:15]3[CH:16]=[CH:17][CH:18]=[CH:19][C:20]=3[C:21]=2Cl)[CH2:12][CH2:11]1)[C:4]1[CH:9]=[CH:8][CH:7]=[CH:6][CH:5]=1.CN(C)[CH:28]=[O:29].C[O-].[Na+].[Na]>CO>[CH2:3]([N:10]1[CH2:24][CH2:23][C:22]2[C:13](=[N:14][C:15]3[CH:16]=[CH:17][CH:18]=[CH:19][C:20]=3[C:21]=2[O:29][CH3:28])[CH2:12][CH2:11]1)[C:4]1[CH:9]=[CH:8][CH:7]=[CH:6][CH:5]=1 |f:0.1.2,4.5,^1:33|. Procedure details: 19.9 gm (50 millimols) of 3-benzyl-11-chloro-1,2,4,5-tetrahydro-3H-azepino[4,5-b]quinoline dihydrochloride and 500 ml of dimethyl formamide were added to dry sodium methylate, prepared from 23 gm of sodium and 1600 ml of methanol. The mixture was stirred at 100° C for 3 hours, evaporated, the residue was introduced into water, and the aqueous mixture was extracted with ether. The 3-benzyl-11-hydroxy-1,2,4,5-tetrahydro-3H-azepino[4,5-b]quinoline formed at the same time remained undissolved. The reactants are Br.Cl.N(C(=N)N)C=1SC=C(N1)CCCCCN (2-guanidino-4-(5-aminopentyl)thiazole hydrochloride hydrobromide). The solvent is [OH-].[Na+] (sodium hydroxide). Yields the product N(C(=N)N)C=1SC=C(N1)CCCCCNC(SC)=NC#N (2-guanidino-4-[5-(3-cyano-2-methylisothioureido)pentyl]thiazole). Reaction SMILES: Br.Cl.[NH:3]([C:7]1[S:8][CH:9]=[C:10]([CH2:12][CH2:13][CH2:14][CH2:15][CH2:16][NH2:17])[N:11]=1)[C:4]([NH2:6])=[NH:5]>[OH-].[Na+]>[NH:3]([C:7]1[S:8][CH:9]=[C:10]([CH2:12][CH2:13][CH2:14][CH2:15][CH2:16][NH:17][C:7](=[N:3][C:4]#[N:5])[S:8][CH3:9])[N:11]=1)[C:4]([NH2:6])=[NH:5] |f:0.1.2,3.4|. Procedure details: To 2-guanidino-4-(5-aminopentyl)thiazole hydrochloride hydrobromide (1.2 g.) was added dilute aqueous sodium hydroxide solution (10 ml.). The mixture was stirred briefly, and the white precipitate (0.588 g.) filtered off. This material was dissolved in ethanol (10 ml.) and dimethyl (cyanoimido)dithiocarbonate (0.4 g.) added. The mixture was stirred 2.5 hours to give a solution of 2-guanidino-4-[5-(3-cyano-2-methylisothioureido)pentyl]thiazole. The reactants are COc1cc(NC(=O)N2C=CC(=O)CC2c2ccc(F)cc2)c(Br)cc1C(=O)O, CN(C)C=O, O=C(Cl)C(=O)Cl, ClCCl, N, C1COCCO1. Product: COc1cc(NC(=O)N2C=CC(=O)CC2c2ccc(F)cc2)c(Br)cc1C(N)=O. Reaction SMILES: [Br:1][c:2]1[c:3]([NH:13][C:14](=[O:15])[N:16]2[CH:17]([c:23]3[cH:24][cH:25][c:26]([F:29])[cH:27][cH:28]3)[CH2:18][C:19](=[O:22])[CH:20]=[CH:21]2)[cH:4][c:5]([O:11][CH3:12])[c:6]([C:7](=[O:8])[OH:9])[cH:10]1.[CH3:30][N:31]([CH3:32])[CH:33]=[O:34].[Cl:35][C:36]([C:37]([Cl:38])=[O:39])=[O:40].[Cl:42][CH2:43][Cl:44].[NH3:41].[O:45]1[CH2:46][CH2:47][O:48][CH2:49][CH2:50]1>>[Br:1][c:2]1[c:3]([NH:13][C:14](=[O:15])[N:16]2[CH:17]([c:23]3[cH:24][cH:25][c:26]([F:29])[cH:27][cH:28]3)[CH2:18][C:19](=[O:22])[CH:20]=[CH:21]2)[cH:4][c:5]([O:11][CH3:12])[c:6]([C:7](=[O:8])[NH2:31])[cH:10]1. Reactants: Nc1ccc(S(=O)(=O)Nc2ccccn2)cc1, O=C1Nc2ccccc2C1=CO. Product: O=C1Nc2ccccc2C1=CNc1ccc(S(=O)(=O)Nc2ccccn2)cc1. Reaction SMILES: [NH2:13][c:14]1[cH:15][cH:16][c:17]([S:20](=[O:21])(=[O:22])[NH:23][c:24]2[cH:25][cH:26][cH:27][cH:28][n:29]2)[cH:18][cH:19]1.[OH:1][CH:2]=[C:3]1[C:4](=[O:12])[NH:5][c:6]2[cH:7][cH:8][cH:9][cH:10][c:11]21>>[CH:2](=[C:3]1[C:4](=[O:12])[NH:5][c:6]2[cH:7][cH:8][cH:9][cH:10][c:11]21)[NH:13][c:14]1[cH:15][cH:16][c:17]([S:20](=[O:21])(=[O:22])[NH:23][c:24]2[cH:25][cH:26][cH:27][cH:28][n:29]2)[cH:18][cH:19]1. The reactants are C(C)[O-].[Na+] (sodium ethanolate), C(OC)(OC)=O (dimethyl carbonate), C(OC)(OC)=O (dimethyl carbonate), COCC(=O)C1=CC=CC=C1 (2-methoxyacetophenone). Run at time 4.5 hour. Yields the product COC1=C(C(=O)CC(=O)OC)C=CC=C1 (Methyl 2-methoxybenzoylacetate). As a reaction SMILES: [CH2:1]([O-:3])C.[Na+].CO[CH2:7][C:8]([C:10]1[CH:15]=[CH:14][CH:13]=[CH:12][CH:11]=1)=[O:9].[C:16](=[O:21])(OC)[O:17][CH3:18]>>[CH3:1][O:3][C:15]1[CH:14]=[CH:13][CH:12]=[CH:11][C:10]=1[C:8]([CH2:7][C:16]([O:17][CH3:18])=[O:21])=[O:9] |f:0.1|. Procedure: 58.5 g (1.08 mol) of sodium ethanolate are added to 500 ml of dimethyl carbonate. The mixture is then heated to boiling and traces of methanol are removed by distillation. 153.5 g (1.02 mol) of 2-methoxyacetophenone are allowed to drip in at 86° C. with vigorous stirring during the course of 4.5 hours. (If the reaction mixture becomes too viscous, a further addition of dimethyl carbonate is recommended.) The mixture is then subsequently stirred for a further 30 minutes and the solvent is removed...